This data is from the Open Reaction Database (ORD), a public repository of structured organic reaction records. The task is: describe an organic reaction: reactants, conditions, products, and yield The reactants are N1CCC(CC1)C1=CC=CC=2NC(NC21)=O (4-(piperidin-4-yl)-1H-benzo[d]imidazol-2(3H)-one), ClC=1C=C(C(=O)NCC(N2CC(CC2)=O)=O)C=CC1Cl (3,4-dichloro-N-(2-oxo-2-(3-oxopyrrolidin-1-yl)ethyl)benzamide). Yields the product ClC=1C=C(C(=O)NCC(N2CC(CC2)N2CCC(CC2)C2=CC=CC=3NC(NC32)=O)=O)C=CC1Cl (3,4-dichloro-N-(2-oxo-2-(3-(4-(2-oxo-2,3-dihydro-1H-benzo[d]imidazol-4-yl)piperidin-1-yl)pyrrolidin-1-yl)ethyl)benzamide). As a reaction SMILES: [NH:1]1[CH2:6][CH2:5][CH:4]([C:7]2[C:15]3[NH:14][C:13](=[O:16])[NH:12][C:11]=3[CH:10]=[CH:9][CH:8]=2)[CH2:3][CH2:2]1.[Cl:17][C:18]1[CH:19]=[C:20]([CH:33]=[CH:34][C:35]=1[Cl:36])[C:21]([NH:23][CH2:24][C:25](=[O:32])[N:26]1[CH2:30][CH2:29][C:28](=O)[CH2:27]1)=[O:22]>>[Cl:17][C:18]1[CH:19]=[C:20]([CH:33]=[CH:34][C:35]=1[Cl:36])[C:21]([NH:23][CH2:24][C:25](=[O:32])[N:26]1[CH2:27][CH2:28][CH:29]([N:1]2[CH2:2][CH2:3][CH:4]([C:7]3[C:15]4[NH:14][C:13](=[O:16])[NH:12][C:11]=4[CH:10]=[CH:9][CH:8]=3)[CH2:5][CH2:6]2)[CH2:30]1)=[O:22]. Reported procedure: The title compound was prepared from 4-(piperidin-4-yl)-1H-benzo[d]imidazol-2(3H)-one and 3,4-dichloro-N-(2-oxo-2-(3-oxopyrrolidin-1-yl)ethyl)benzamide using general procedure E. HPLC (Table 1, Method b) Rt 1.73 min; m/z: (M+H)+ 516. Starting materials: BrCCBr, CC(C)(C)[Si](C)(C)OCCCBr, CCOC1c2c(ccc(OC)c2OCc2ccccc2)-c2ccc3cc4c(cc3c2N1C)OCO4, [Cl-], I, [Mg], [NH4+], C1CCOC1. The product is COc1ccc2c(c1OCc1ccccc1)C(CCCO[Si](C)(C)C(C)(C)C)N(C)c1c-2ccc2cc3c(cc12)OCO3. As a reaction SMILES: [Br:14][CH2:15][CH2:16][Br:17].[C:2]([CH3:3])([CH3:4])([CH3:5])[Si:6]([O:7][CH2:8][CH2:9][CH2:10][Br:11])([CH3:12])[CH3:13].[CH2:18]1[O:19][c:20]2[c:21]([cH:22][c:23]3[c:24]([cH:25][cH:26][c:27]4[c:36]3[N:35]([CH3:37])[CH:34]([O:38][CH2:39][CH3:40])[c:33]3[c:28]-4[cH:29][cH:30][c:31]([O:49][CH3:50])[c:32]3[O:41][CH2:42][c:43]3[cH:44][cH:45][cH:46][cH:47][cH:48]3)[cH:51]2)[O:52]1.[Cl-:53].[I:60].[Mg:1].[NH4+:54].[O:55]1[CH2:56][CH2:57][CH2:58][CH2:59]1>>[C:2]([CH3:3])([CH3:4])([CH3:5])[Si:6]([O:7][CH2:8][CH2:9][CH2:10][CH:34]1[c:33]2[c:28]([cH:29][cH:30][c:31]([O:49][CH3:50])[c:32]2[O:41][CH2:42][c:43]2[cH:44][cH:45][cH:46][cH:47][cH:48]2)-[c:27]2[cH:26][cH:25][c:24]3[c:23]([cH:22][c:21]4[c:20]([cH:51]3)[O:19][CH2:18][O:52]4)[c:36]2[N:35]1[CH3:37])([CH3:12])[CH3:13]. Starting materials: FC1=C(C#N)C=CC(=C1)OC (2-Fluoro-4-methoxy-benzonitrile), COC1=CC(=C(C#N)C=C1)[N+](=O)[O-] (4-methoxy-2-nitrobenzonitrile), COC1=CC(=C(C#N)C=C1)ON=C(C)C (4-methoxy-2-[[(1-methylethylidene)amino]oxy]-benzonitrile). Product: NC1=NOC2=C1C=CC(=C2)OC (3-Amino-6-methoxy-1,2-benzisoxazole). As a reaction SMILES: FC1C=C(OC)C=CC=1C#N.COC1C=CC(C#N)=C([N+]([O-])=O)C=1.[CH3:25][O:26][C:27]1[CH:34]=[CH:33][C:30]([C:31]#[N:32])=[C:29]([O:35][N:36]=C(C)C)[CH:28]=1>>[NH2:32][C:31]1[C:30]2[CH:33]=[CH:34][C:27]([O:26][CH3:25])=[CH:28][C:29]=2[O:35][N:36]=1. Reported procedure: Alternatively, 2-Fluoro-4-methoxy-benzonitrile can be substituted for 4-methoxy-2-nitrobenzonitrile. 3-Amino-6-methoxy-1,2-benzisoxazole is prepared following substantially the procedure of Example 25a starting from 4-methoxy-2-[[(1-methylethylidene)amino]oxy]-benzonitrile. Starting materials: ClC=1C=C(C2=C(N(C(=N2)C)C2OCCCC2)C1)C#N (6-chloro-2-methyl-1-(tetrahydro-2H-pyran-2-yl)-1H-benzo[d]imidazole-4-carbonitrile). Reagents/catalysts: [Ni] (Raney nickel). Solvent: N.CO (NH3 MeOH). Reaction conditions: time 2 hour. The product is ClC=1C=C(C2=C(N(C(=N2)C)C2OCCCC2)C1)CN ((6-Chloro-2-methyl-1-(tetrahydro-2H-pyran-2-yl)-1H-benzo[d]imidazol-4-yl)methanamine). Isolated yield 67.9%. RXN SMILES: [Cl:1][C:2]1[CH:3]=[C:4]([C:18]#[N:19])[C:5]2[N:9]=[C:8]([CH3:10])[N:7]([CH:11]3[CH2:16][CH2:15][CH2:14][CH2:13][O:12]3)[C:6]=2[CH:17]=1>[Ni].N.CO>[Cl:1][C:2]1[CH:3]=[C:4]([CH2:18][NH2:19])[C:5]2[N:9]=[C:8]([CH3:10])[N:7]([CH:11]3[CH2:16][CH2:15][CH2:14][CH2:13][O:12]3)[C:6]=2[CH:17]=1 |f:2.3|. Procedure: A mixture of 6-chloro-2-methyl-1-(tetrahydro-2H-pyran-2-yl)-1H-benzo[d]imidazole-4-carbonitrile (1.0 g, 3.16 mmol) and Raney nickel (100 mg) in NH3/MeOH (7 N, 10 mL) was stirred under hydrogen for 2 h. The reaction mixture was filtered with Celite® and the filtrate concentrated in vacuo to afford crude (6-chloro-2-methyl-1-(tetrahydro-2H-pyran-2-yl)-1H-benzo[d]imidazol-4-yl)methanamine (111, 600 mg, 59.0%) as a yellow solid. MS (ESI): m/z=280.3 [M+1]+. Reactants: N12C[C@@H](C(CC1)CC2)OC(NC(C2=CC=CC=C2)C2=CC(=CC=C2)OCCCO)=O ((R)-quinuclidin-3-yl((3-(3-hydroxypropoxy)phenyl)(phenyl)methyl)carbamate), O1C(OCC1)CC1=CC=C(C(=O)O)C=C1 (4-(1,3-dioxolan-2-ylmethyl)-benzoic acid), NCCC(OCC)OCC (1-amino-3,3-diethoxypropane). Yields the product O1C(OCC1)CC1=CC=C(C(=O)OCCCOC2=CC(=CC=C2)C(NC(=O)O[C@H]2CN3CCC2CC3)C3=CC=CC=C3)C=C1 (3-(3-(Phenyl((((R)-quinuclidin-3-yloxy)carbonyl)amino)methyl)phenoxy)propyl 4-((1,3-dioxolan-2-yl)methyl)benzoate). RXN SMILES: [N:1]12[CH2:8][CH2:7][CH:4]([CH2:5][CH2:6]1)[C@@H:3]([O:9][C:10](=[O:30])[NH:11][CH:12]([C:19]1[CH:24]=[CH:23][CH:22]=[C:21]([O:25][CH2:26][CH2:27][CH2:28][OH:29])[CH:20]=1)[C:13]1[CH:18]=[CH:17][CH:16]=[CH:15][CH:14]=1)[CH2:2]2.[O:31]1[CH2:35][CH2:34][O:33][CH:32]1[CH2:36][C:37]1[CH:45]=[CH:44][C:40]([C:41](O)=[O:42])=[CH:39][CH:38]=1.NCCC(OCC)OCC>>[O:31]1[CH2:35][CH2:34][O:33][CH:32]1[CH2:36][C:37]1[CH:45]=[CH:44][C:40]([C:41]([O:29][CH2:28][CH2:27][CH2:26][O:25][C:21]2[CH:22]=[CH:23][CH:24]=[C:19]([CH:12]([C:13]3[CH:14]=[CH:15][CH:16]=[CH:17][CH:18]=3)[NH:11][C:10]([O:9][C@@H:3]3[CH:4]4[CH2:5][CH2:6][N:1]([CH2:8][CH2:7]4)[CH2:2]3)=[O:30])[CH:20]=2)=[O:42])=[CH:39][CH:38]=1. Reported procedure: The title compound was prepared as described in Chiral Example 11 Step 2 with (R)-quinuclidin-3-yl((3-(3-hydroxypropoxy)phenyl)(phenyl)methyl)carbamate and 4-(1,3-dioxolan-2-ylmethyl)-benzoic acid replacing 4-((3-(phenyl((((R)-quinuclidin-3-yloxy)carbonyl)amino)methyl)phenoxy)methyl)benzoic acid and 1-amino-3,3-diethoxypropane, respectively. The reactants are FC=1C(=CC(=C(C1)C1CCC(CC1)=O)C)NC1=NC=C(C(=N1)NC1=NNC(=C1)C)C(F)(F)F (4-(5-fluoro-2-methyl-4-(4-(5-methyl-1H-pyrazol-3-ylamino)-5-(trifluoromethyl)pyrimidin-2-ylamino)phenyl)cyclohexanone), N1CCCCC1 (piperidine), C(C)(=O)O (acetic acid), C(C)(=O)O[BH-](OC(C)=O)OC(C)=O.[Na+] (Sodium triacetoxyborohydride). Reaction conditions: time 1 hour. Product: FC1=C(C=C(C(=C1)[C@@H]1CC[C@H](CC1)N1CCCCC1)C)NC1=NC=C(C(=N1)NC1=NNC(=C1)C)C(F)(F)F (N2-(2-fluoro-5-methyl-4-(trans-4-(piperidin-1-yl)cyclohexyl)phenyl)-N4-(5-methyl-1H-pyrazol-3-yl)-5-(trifluoromethyl)pyrimidine-2,4-diamine). RXN SMILES: [F:1][C:2]1[C:3]([NH:16][C:17]2[N:22]=[C:21]([NH:23][C:24]3[CH:28]=[C:27]([CH3:29])[NH:26][N:25]=3)[C:20]([C:30]([F:33])([F:32])[F:31])=[CH:19][N:18]=2)=[CH:4][C:5]([CH3:15])=[C:6]([CH:8]2[CH2:13][CH2:12][C:11](=O)[CH2:10][CH2:9]2)[CH:7]=1.[NH:34]1[CH2:39][CH2:38][CH2:37][CH2:36][CH2:35]1.C(O)(=O)C.C(O[BH-](OC(=O)C)OC(=O)C)(=O)C.[Na+]>>[F:1][C:2]1[CH:7]=[C:6]([C@H:8]2[CH2:13][CH2:12][C@H:11]([N:34]3[CH2:39][CH2:38][CH2:37][CH2:36][CH2:35]3)[CH2:10][CH2:9]2)[C:5]([CH3:15])=[CH:4][C:3]=1[NH:16][C:17]1[N:22]=[C:21]([NH:23][C:24]2[CH:28]=[C:27]([CH3:29])[NH:26][N:25]=2)[C:20]([C:30]([F:33])([F:32])[F:31])=[CH:19][N:18]=1 |f:3.4|. Reported procedure: A mixture of 4-(5-fluoro-2-methyl-4-(4-(5-methyl-1H-pyrazol-3-ylamino)-5-(trifluoromethyl)pyrimidin-2-ylamino)phenyl)cyclohexanone (30 mg, 0.065 mmol), piperidine (30 μL, 0.174 mmol) and acetic acid (75 μL, 0.13 mmol) was stirred at room temperature for 1 h. Sodium triacetoxyborohydride (27.4 mg, 0.13 mmol) was added to the reaction and the reaction mixture was stirred overnight. The mixture was concentrated and purified by silica chromatography (MeOH/DCM 8:92) to afford N2-(2-fluoro-5-methyl-4-... Reactants: [N+](=O)([O-])C1=C2C=CC(=NC2=CC=C1)C=C (5-nitro-2-vinylquinoline), O.C[N+]1(CCOCC1)[O-] (N-methylmorpholine-N-oxide hydrate). Reagents/catalysts: [Os](=O)(=O)(=O)=O (osmium tetroxide). Run in CC(=O)C (acetone), O (water), C(C)(C)O (isopropanol). Reaction conditions: time 24 hour. Yields the product OC(CO)N1CC=CC2=C(C=CC=C12)[N+](=O)[O-] (1-(1,2-Dihydroxyethyl)-5-nitroquinoline). Reaction SMILES: [OH2:1].[CH3:2][N+:3]1([O-])[CH2:8][CH2:7][O:6][CH2:5][CH2:4]1.[N+:10]([C:13]1[CH:22]=[CH:21]C=C2[C:14]=1[CH:15]=[CH:16]C(C=C)=N2)([O-:12])=[O:11]>C(O)(C)C.CC(C)=O.O.[Os](=O)(=O)(=O)=O>[OH:1][CH:8]([N:3]1[C:4]2[C:14](=[C:13]([N+:10]([O-:12])=[O:11])[CH:22]=[CH:21][CH:5]=2)[CH:15]=[CH:16][CH2:2]1)[CH2:7][OH:6] |f:0.1|. Procedure: 336 mg (2.5 mmol) of N-methylmorpholine-N-oxide hydrate and 10.22 ml of osmium tetroxide solution in isopropanol are added at 0° C. to a solution that consists of 3.18 g (15.88 mmol) of 5-nitro-2-vinylquinoline in 140 ml of acetone and 21 ml of water, and the reaction mixture is stirred for 24 hours at room temperature. Then, the solvent is removed in a vacuum, and the residue is taken up in ethyl acetate. The organic phase is washed with water and saturated sodium chloride solution. The aqueous... The reactants are Ice, N1=CC=CC=C1 (Pyridine), N1=C(F)N=C(F)N=C1F (cyanuric fluoride), C(=O)(OCC1C2=CC=CC=C2C2=CC=CC=C12)N[C@@H](CCSC)C(=O)O (FMOC-L-Methionine). Run in ClCCl (dichloromethane). Reaction conditions: time 8 hour. Yields the product C(=O)(OCC1C2=CC=CC=C2C2=CC=CC=C12)N[C@@H](CCSC)C(=O)F (FMOC-L-methionyl fluoride). As a reaction SMILES: [C:1]([NH:18][C@H:19]([C:24]([OH:26])=O)[CH2:20][CH2:21][S:22][CH3:23])([O:3][CH2:4][CH:5]1[C:17]2[C:12](=[CH:13][CH:14]=[CH:15][CH:16]=2)[C:11]2[C:6]1=[CH:7][CH:8]=[CH:9][CH:10]=2)=[O:2].N1C=CC=CC=1.N1C(F)=NC(F)=NC=1[F:35]>ClCCl>[C:1]([NH:18][C@H:19]([C:24]([F:35])=[O:26])[CH2:20][CH2:21][S:22][CH3:23])([O:3][CH2:4][CH:5]1[C:17]2[C:12](=[CH:13][CH:14]=[CH:15][CH:16]=2)[C:11]2[C:6]1=[CH:7][CH:8]=[CH:9][CH:10]=2)=[O:2]. Procedure details: FMOC-L-Methionine (5.00 g, 13.46 mmol) (Bachem) was dissolved in dichloromethane (70 mL). Pyridine (1.09 mL, 13.46 mmol) (Aldrich) and cyanuric fluoride (1.82 g, 13.46 mmol) (Aldrich) were successively added at room temperature and the mixture was stirred overnight. Ice cold water (100 mL) was added and the resulting slurry was filtered. The filtrate was poured into a separatory funnel and the layers were separated. The organic layer was dried over anhydrous sodium sulfate, filtered, and concent...